From a dataset of the Open Reaction Database (ORD), a public repository of structured organic reaction records. describe an organic reaction: reactants, conditions, products, and yield RXN SMILES: [C:1]([CH2:2][CH2:3][O:5][C:6](=[O:7])[C:8]1=[C:9]([CH3:46])[N:10]([CH3:45])[C:11]([O:39][CH2:40][CH2:41][N:42]=[N+:43]=[N-:44])=[C:12]([C:21]([NH:22][CH2:23][CH2:24][CH:25]([c:26]2[cH:27][cH:28][cH:29][cH:30][cH:31]2)[c:32]2[cH:33][cH:34][cH:35][cH:36][cH:37]2)=[O:38])[CH:13]1[c:14]1[cH:15][c:16]([Cl:20])[cH:17][cH:18][cH:19]1)#[N:4].[CH3:51][OH:52].[ClH:49].[Na+:48].[OH-:47].[OH2:50]>>[O:5]=[C:6]([OH:7])[C:8]1=[C:9]([CH3:46])[N:10]([CH3:45])[C:11]([O:39][CH2:40][CH2:41][N:42]=[N+:43]=[N-:44])=[C:12]([C:21]([NH:22][CH2:23][CH2:24][CH:25]([c:26]2[cH:27][cH:28][cH:29][cH:30][cH:31]2)[c:32]2[cH:33][cH:34][cH:35][cH:36][cH:37]2)=[O:38])[CH:13]1[c:14]1[cH:15][c:16]([Cl:20])[cH:17][cH:18][cH:19]1. The product is CC1=C(C(=O)O)C(c2cccc(Cl)c2)C(C(=O)NCCC(c2ccccc2)c2ccccc2)=C(OCCN=[N+]=[N-])N1C. Reactants: CC1=C(C(=O)OCCC#N)C(c2cccc(Cl)c2)C(C(=O)NCCC(c2ccccc2)c2ccccc2)=C(OCCN=[N+]=[N-])N1C, CO, Cl, [Na+], [OH-], O. Starting materials: CC1=C(N=CN1)CSCCN (2-(5-Methyl-4-imidazolylmethylthio)ethylamine), ClC1=NC=CC=C1OCC1=CC=CC=C1 (2-chloro-3-benzyloxypyridine). The product is CC1=C(N=CN1)CSCCNC1=NC=CC=C1OCC1=CC=CC=C1 (2-[2-(5-methyl-4-imidazolylmethylthio)ethyl]amino-3-benzyloxypyridine). Isolated yield 9.8%. Reaction SMILES: [CH3:1][C:2]1[NH:6][CH:5]=[N:4][C:3]=1[CH2:7][S:8][CH2:9][CH2:10][NH2:11].Cl[C:13]1[C:18]([O:19][CH2:20][C:21]2[CH:26]=[CH:25][CH:24]=[CH:23][CH:22]=2)=[CH:17][CH:16]=[CH:15][N:14]=1>>[CH3:1][C:2]1[NH:6][CH:5]=[N:4][C:3]=1[CH2:7][S:8][CH2:9][CH2:10][NH:11][C:13]1[C:18]([O:19][CH2:20][C:21]2[CH:26]=[CH:25][CH:24]=[CH:23][CH:22]=2)=[CH:17][CH:16]=[CH:15][N:14]=1. Procedure details: 2-(5-Methyl-4-imidazolylmethylthio)ethylamine (18.13 g; 0.105 moles) and 2-chloro-3-benzyloxypyridine (11.63 g; 0.053 moles) were mixed and heated to 120° for 9 days. The resulting reaction mixture was purified by chromatography using silica-gel, and chloroform as eluant. The red oil obtained, corresponding to 2-[2-(5-methyl-4-imidazolylmethylthio)ethyl]amino-3-benzyloxypyridine (1.85 g), was used in the next step without further purification. Starting materials: COc1cccc(CBr)c1, CS(C)=O, [K+], Nc1c2c(nc3ccccc13)CCCC2=O, [OH-], O. The product is COc1cccc(CNc2c3c(nc4ccccc24)CCCC3=O)c1. As a reaction SMILES: [CH3:19][O:20][c:21]1[cH:22][c:23]([CH2:24][Br:25])[cH:26][cH:27][cH:28]1.[CH3:30][S:31]([CH3:32])=[O:33].[K+:18].[NH2:1][c:2]1[c:3]2[cH:4][cH:5][cH:6][cH:7][c:8]2[n:9][c:10]2[c:15]1[C:14](=[O:16])[CH2:13][CH2:12][CH2:11]2.[OH-:17].[OH2:29]>>[NH:1]([c:2]1[c:3]2[cH:4][cH:5][cH:6][cH:7][c:8]2[n:9][c:10]2[c:15]1[C:14](=[O:16])[CH2:13][CH2:12][CH2:11]2)[CH2:24][c:23]1[cH:22][c:21]([O:20][CH3:19])[cH:28][cH:27][cH:26]1. The reactants are OCC(CO)OCN1C=2N=C(NC(C2N=C1)=O)N (9-(1,3-dihydroxy-2-propoxymethyl)guanine), C(CCCCCCCCCCCCCCC)(=O)O (n-hexadecanoic acid). Run in CN(C=O)C (N,N-dimethylformamide). Run at temperature 50 celsius, time 50 hour. Product: C(CCCCCCCCCCCCCCC)(=O)OCC(COC(CCCCCCCCCCCCCCC)=O)OCN1C=2N=C(NC(C2N=C1)=O)N (9-(1,3-di-n-hexadecanoyloxy-2-propoxymethyl)guanine). Isolated yield 97.6%. Reaction SMILES: [OH:1][CH2:2][CH:3]([O:6][CH2:7][N:8]1[CH:16]=[N:15][C:14]2[C:13](=[O:17])[NH:12][C:11]([NH2:18])=[N:10][C:9]1=2)[CH2:4][OH:5].[C:19]([OH:36])(=O)[CH2:20][CH2:21][CH2:22][CH2:23][CH2:24][CH2:25][CH2:26][CH2:27][CH2:28][CH2:29][CH2:30][CH2:31][CH2:32][CH2:33][CH3:34]>CN(C)C=O>[C:19]([O:1][CH2:2][CH:3]([O:6][CH2:7][N:8]1[CH:16]=[N:15][C:14]2[C:13](=[O:17])[NH:12][C:11]([NH2:18])=[N:10][C:9]1=2)[CH2:4][O:5][C:19](=[O:36])[CH2:20][CH2:21][CH2:22][CH2:23][CH2:24][CH2:25][CH2:26][CH2:27][CH2:28][CH2:29][CH2:30][CH2:31][CH2:32][CH2:33][CH3:34])(=[O:36])[CH2:20][CH2:21][CH2:22][CH2:23][CH2:24][CH2:25][CH2:26][CH2:27][CH2:28][CH2:29][CH2:30][CH2:31][CH2:32][CH2:33][CH3:34]. Reported procedure: To 50 mg of 9-(1,3-dihydroxy-2-propoxymethyl)guanine in 5 ml of N,N-dimethylformamide were added 290 mg dicyclohexycarbodiimide and 300 mg of n-hexadecanoic acid and the solution was stirred at 50° C. for 50 hours. The compound was then precipitated in ice water. The water was extracted with methylene chloride (3x). The combined methylene chloride extracts were concentrated, then purified on preparative silica gel plates developed in 1:9 methanol:methylene chloride to yield 140 mg 9-(1,3-di-n-he... Reactants: CO, COC(=O)c1c[nH]c(Sc2ccc(F)cc2)c1, [Na+], [OH-]. Yields the product O=C(O)c1c[nH]c(Sc2ccc(F)cc2)c1. As a reaction SMILES: [CH3:20][OH:21].[F:1][c:2]1[cH:3][cH:4][c:5]([S:8][c:9]2[cH:10][c:11]([C:14](=[O:15])[O:16][CH3:17])[cH:12][nH:13]2)[cH:6][cH:7]1.[Na+:19].[OH-:18]>>[F:1][c:2]1[cH:3][cH:4][c:5]([S:8][c:9]2[cH:10][c:11]([C:14](=[O:15])[OH:16])[cH:12][nH:13]2)[cH:6][cH:7]1. The reactants are COC(CCCN1[C@H](CCC1)COC1=CC=C(C=C1)OC1=CC=C(C=C1)N1N=CC=C1)=O (4-{(R)-2-[4-(4-Pyrazol-1-yl-phenoxy)-phenoxymethyl]-pyrrolidin-1-yl}-butyric acid methyl ester), O (water). Run in Cl (HCl). Conditions: time 24 hour. Product: N1(N=CC=C1)C1=CC=C(OC2=CC=C(OC[C@@H]3N(CCC3)CCCC(=O)O)C=C2)C=C1 (4-{(R)-2-[4-(4-Pyrazol-1-yl-phenoxy)-phenoxymethyl]-pyrrolidin-1-yl}-butyric acid). Isolated yield 59.3%. RXN SMILES: C[O:2][C:3](=[O:32])[CH2:4][CH2:5][CH2:6][N:7]1[CH2:11][CH2:10][CH2:9][C@@H:8]1[CH2:12][O:13][C:14]1[CH:19]=[CH:18][C:17]([O:20][C:21]2[CH:26]=[CH:25][C:24]([N:27]3[CH:31]=[CH:30][CH:29]=[N:28]3)=[CH:23][CH:22]=2)=[CH:16][CH:15]=1.O>Cl>[N:27]1([C:24]2[CH:23]=[CH:22][C:21]([O:20][C:17]3[CH:18]=[CH:19][C:14]([O:13][CH2:12][C@H:8]4[CH2:9][CH2:10][CH2:11][N:7]4[CH2:6][CH2:5][CH2:4][C:3]([OH:32])=[O:2])=[CH:15][CH:16]=3)=[CH:26][CH:25]=2)[CH:31]=[CH:30][CH:29]=[N:28]1. Procedure: To a 20 mL vial which contained a solution of the product from step 1 (40 mg, 0.1 mmol) in HCl (4 N in dioxane 2 mL) was added water (0.3 mL) at 0° C. The mixture was allowed to warm to rt and stir at rt for 24 h. The solvent was removed to yield the crude, which was purified by recrystallization from THF-ether to afford the title product (25 mg, 75%); LCMS; 94%, ESI−, Calcd: 421.5. Found m/z: 420.6 (M-1). 1H NMR (400 MHz, DMSO-d6); δ 1.74-2.09 (m, 5H), 2.16-2.25 (m, 1H), 2.31-2.40 (m, 2H), 3.03...